This data is from the Open Reaction Database (ORD), a public repository of structured organic reaction records. The task is: describe an organic reaction: reactants, conditions, products, and yield Reactants: BrC=1C=C(C=CC1)NC=1N=CC(=C2C1N(C=C2C)C)C(=O)N2CCOCC2 (1-[7-(3-Bromo-phenylamino)-1,3-dimethyl-1H-pyrrolo[2,3-c]pyridin-4-yl]-1-morpholin-4-yl-methanone), Cl (hydrochloric acid). Reagents/catalysts: C(C)OCC (diethyl ether). Run in C(C)O (ethanol). Product: Cl.BrC=1C=C(C=CC1)NC=1N=CC(=C2C1N(C=C2C)C)C(=O)N2CCOCC2 (1-[7-(3-Bromo-phenylamino)-1,3-dimethyl-1H-pyrrolo[2,3-c]pyridin-4-yl]-1-morpholin-4-yl-methanone hydrochloride salt). Reaction SMILES: [Br:1][C:2]1[CH:3]=[C:4]([NH:8][C:9]2[N:10]=[CH:11][C:12]([C:20]([N:22]3[CH2:27][CH2:26][O:25][CH2:24][CH2:23]3)=[O:21])=[C:13]3[C:17]([CH3:18])=[CH:16][N:15]([CH3:19])[C:14]=23)[CH:5]=[CH:6][CH:7]=1.[ClH:28]>C(O)C.C(OCC)C>[ClH:28].[Br:1][C:2]1[CH:3]=[C:4]([NH:8][C:9]2[N:10]=[CH:11][C:12]([C:20]([N:22]3[CH2:23][CH2:24][O:25][CH2:26][CH2:27]3)=[O:21])=[C:13]3[C:17]([CH3:18])=[CH:16][N:15]([CH3:19])[C:14]=23)[CH:5]=[CH:6][CH:7]=1 |f:4.5|. Procedure: 1-[7-(3-Bromo-phenylamino)-1,3-dimethyl-1H-pyrrolo[2,3-c]pyridin-4-yl]-1-morpholin-4-yl-methanone (78 mg) was dissolved in warm ethanol (12 ml) and treated with a solution of 1M hydrochloric acid in diethyl ether (10 drops) The mixture was evaporated, triturated with diethyl ether and filtered off then dried at 40° C. under vacuum to afford the title compound (65 mg). Reactants: C(C)N1C=C(C(C2=CC(=C(C=C12)N1CCNCC1)Cl)=O)C(=O)O (1-ethyl-6-chloro-7-(1-piperazinyl)-4-oxo-1,4-dihydroquinoline-3-carboxylic acid), FC(C(=O)O)(F)F (trifluoroacetic acid). Run in ClCCl (dichloromethane). Run at time 3 hour. Product: C(C)N1C=C(C(C2=CC(=C(C=C12)N1CCN(CC1)C(C(F)(F)F)=O)Cl)=O)C(=O)O (1-ethyl-6-chloro-7-(4-trifluoroacetyl-1-piperazinyl)-4-oxo-1,4-dihydroquinoline-3-carboxylic acid). Isolated yield 83.4%. As a reaction SMILES: [CH2:1]([N:3]1[C:12]2[C:7](=[CH:8][C:9]([Cl:19])=[C:10]([N:13]3[CH2:18][CH2:17][NH:16][CH2:15][CH2:14]3)[CH:11]=2)[C:6](=[O:20])[C:5]([C:21]([OH:23])=[O:22])=[CH:4]1)[CH3:2].[F:24][C:25]([F:30])([F:29])[C:26](O)=[O:27]>ClCCl>[CH2:1]([N:3]1[C:12]2[C:7](=[CH:8][C:9]([Cl:19])=[C:10]([N:13]3[CH2:18][CH2:17][N:16]([C:26](=[O:27])[C:25]([F:30])([F:29])[F:24])[CH2:15][CH2:14]3)[CH:11]=2)[C:6](=[O:20])[C:5]([C:21]([OH:23])=[O:22])=[CH:4]1)[CH3:2]. Procedure details: A mixture of 1-ethyl-6-chloro-7-(1-piperazinyl)-4-oxo-1,4-dihydroquinoline-3-carboxylic acid 1.7 g (0.005 mole), anhydrous trifluoroacetic acid 4.2 g (0.02 mole) and dichloromethane 4 ml was stirred at room temperature for 3 hours. The reaction mixture was evaporated under vacuum and the residue was recrystallized from a mixed solvent of DMF and ethanol to obtain 1.8 g (86%) of 1-ethyl-6-chloro-7-(4-trifluoroacetyl-1-piperazinyl)-4-oxo-1,4-dihydroquinoline-3-carboxylic acid. Colorless plates. Me... Starting materials: BrCC1CCCCC1, CN(C)P(=O)(N(C)C)N(C)C, CN(C)P(=O)(N(C)C)N(C)C, COC(=O)Cc1ccc(Cl)c(Cl)c1, CC(C)[N-]C(C)C, [Li+], C1CCOC1. Product: COC(=O)C(CC1CCCCC1)c1ccc(Cl)c(Cl)c1. Reaction SMILES: [Br:22][CH2:23][CH:24]1[CH2:25][CH2:26][CH2:27][CH2:28][CH2:29]1.[CH3:30][N:31]([CH3:32])[P:33]([N:34]([CH3:35])[CH3:36])([N:37]([CH3:38])[CH3:39])=[O:40].[CH3:46][N:47]([P:48]([N:49]([CH3:50])[CH3:51])([N:52]([CH3:53])[CH3:54])=[O:55])[CH3:56].[CH3:9][O:10][C:11]([CH2:12][c:13]1[cH:14][c:15]([Cl:20])[c:16]([Cl:19])[cH:17][cH:18]1)=[O:21].[CH:1]([N-:2][CH:3]([CH3:4])[CH3:5])([CH3:6])[CH3:7].[Li+:8].[O:41]1[CH2:42][CH2:43][CH2:44][CH2:45]1>>[CH3:9][O:10][C:11]([CH:12]([c:13]1[cH:14][c:15]([Cl:20])[c:16]([Cl:19])[cH:17][cH:18]1)[CH2:23][CH:24]1[CH2:25][CH2:26][CH2:27][CH2:28][CH2:29]1)=[O:21]. Starting materials: CNC(=O)c1ccc(B2OC(C)(C)C(C)(C)O2)cn1, CN1CCN(c2cc(N3Cc4cc(Br)ccc4CC3CO)nc(N)n2)CC1. The product is CNC(=O)c1ccc(-c2ccc3c(c2)CN(c2cc(N4CCN(C)CC4)nc(N)n2)C(CO)C3)cn1. As a reaction SMILES: [CH3:28][NH:29][C:30](=[O:31])[c:32]1[n:33][cH:34][c:35]([B:38]2[O:39][C:40]([CH3:41])([CH3:42])[C:43]([CH3:44])([CH3:45])[O:46]2)[cH:36][cH:37]1.[NH2:1][c:2]1[n:3][c:4]([N:21]2[CH2:22][CH2:23][N:24]([CH3:27])[CH2:25][CH2:26]2)[cH:5][c:6]([N:8]2[CH2:9][c:10]3[cH:11][c:12]([Br:20])[cH:13][cH:14][c:15]3[CH2:16][CH:17]2[CH2:18][OH:19])[n:7]1>>[NH2:1][c:2]1[n:3][c:4]([N:21]2[CH2:22][CH2:23][N:24]([CH3:27])[CH2:25][CH2:26]2)[cH:5][c:6]([N:8]2[CH2:9][c:10]3[cH:11][c:12](-[c:35]4[cH:34][n:33][c:32]([C:30]([NH:29][CH3:28])=[O:31])[cH:37][cH:36]4)[cH:13][cH:14][c:15]3[CH2:16][CH:17]2[CH2:18][OH:19])[n:7]1. Starting materials: CCOC(=O)C(O)CNC(=O)c1ccc(CN(C(=O)Nc2cc(C(F)(F)F)cc(C(F)(F)F)c2)c2ccc(C3CCCCC3)cc2)cc1, CCO, [Na+], [OH-]. Yields the product O=C(NCC(O)C(=O)O)c1ccc(CN(C(=O)Nc2cc(C(F)(F)F)cc(C(F)(F)F)c2)c2ccc(C3CCCCC3)cc2)cc1. As a reaction SMILES: [CH2:1]([CH3:2])[O:3][C:4]([CH:5]([CH2:6][NH:7][C:8]([c:9]1[cH:10][cH:11][c:12]([CH2:15][N:16]([C:17](=[O:18])[NH:19][c:20]2[cH:21][c:22]([C:30]([F:31])([F:32])[F:33])[cH:23][c:24]([C:26]([F:27])([F:28])[F:29])[cH:25]2)[c:34]2[cH:35][cH:36][c:37]([CH:40]3[CH2:41][CH2:42][CH2:43][CH2:44][CH2:45]3)[cH:38][cH:39]2)[cH:13][cH:14]1)=[O:46])[OH:47])=[O:48].[CH3:51][CH2:52][OH:53].[Na+:50].[OH-:49]>>[O:3]=[C:4]([CH:5]([CH2:6][NH:7][C:8]([c:9]1[cH:10][cH:11][c:12]([CH2:15][N:16]([C:17](=[O:18])[NH:19][c:20]2[cH:21][c:22]([C:30]([F:31])([F:32])[F:33])[cH:23][c:24]([C:26]([F:27])([F:28])[F:29])[cH:25]2)[c:34]2[cH:35][cH:36][c:37]([CH:40]3[CH2:41][CH2:42][CH2:43][CH2:44][CH2:45]3)[cH:38][cH:39]2)[cH:13][cH:14]1)=[O:46])[OH:47])[OH:48]. Reactants: O=S1CCN(c2nc(N3CCNCC3)nc3nc(NCc4ccccc4)c(Cl)nc23)CC1, CO, [Na], C1COCCO1. The product is COc1nc2c(N3CCS(=O)CC3)nc(N3CCNCC3)nc2nc1NCc1ccccc1. RXN SMILES: [CH2:2]([c:3]1[cH:4][cH:5][cH:6][cH:7][cH:8]1)[NH:9][c:10]1[c:11]([Cl:33])[n:12][c:13]2[c:14]([N:26]3[CH2:27][CH2:28][S:29](=[O:32])[CH2:30][CH2:31]3)[n:15][c:16]([N:20]3[CH2:21][CH2:22][NH:23][CH2:24][CH2:25]3)[n:17][c:18]2[n:19]1.[CH3:34][OH:35].[Na:1].[O:36]1[CH2:37][CH2:38][O:39][CH2:40][CH2:41]1>>[CH2:2]([c:3]1[cH:4][cH:5][cH:6][cH:7][cH:8]1)[NH:9][c:10]1[c:11]([O:35][CH3:34])[n:12][c:13]2[c:14]([N:26]3[CH2:27][CH2:28][S:29](=[O:32])[CH2:30][CH2:31]3)[n:15][c:16]([N:20]3[CH2:21][CH2:22][NH:23][CH2:24][CH2:25]3)[n:17][c:18]2[n:19]1. The reagents and catalysts are CC(=O)[O-].CC(=O)[O-].[Pd+2] (Pd(OAc)2). The yield is 78.7%. As a reaction SMILES: CC(C)([O-])C.[Na+].Br[C:8]1[CH:13]=[CH:12][C:11]([O:14][CH3:15])=[CH:10][CH:9]=1.[C:16]([C:20]1[CH:25]=[CH:24][CH:23]=[CH:22][CH:21]=1)(=[O:19])[CH2:17][CH3:18]>CC([O-])=O.CC([O-])=O.[Pd+2].C1(C)C=CC=CC=1>[CH3:15][O:14][C:11]1[CH:12]=[CH:13][C:8]([CH:17]([CH3:18])[C:16]([C:20]2[CH:25]=[CH:24][CH:23]=[CH:22][CH:21]=2)=[O:19])=[CH:9][CH:10]=1 |f:0.1,4.5.6|. Reported procedure: A dry Schlenk tube was charged with Pd(OAc)2 (2.2 mg, 0.01 mmol) and sodium tert-butoxide (125 mg, 1.3 mmol). The tube was then evacuated and filled with argon. Toluene (1 mL), 4-bromoanisole (187 mg, 0.125 mL, 1.0 mmol) and propiophenone (161 mg, 0.160 mL, 1.2 mmol) were sequentially added with a syringe, and the tube was sealed and heated in an oil bath at 80° C. for 14 h. The mixture was cooled, and partitioned between ether and water. The aqueous layer was extracted twice with ether, and the... Conditions: temperature 80 celsius. Run in C1(=CC=CC=C1)C (Toluene). The product is COC1=CC=C(C=C1)C(C(=O)C1=CC=CC=C1)C (α-(4-methoxyphenyl)propiophenone). Starting materials: CC(C)([O-])C.[Na+] (sodium tert-butoxide), BrC1=CC=C(C=C1)OC (4-bromoanisole), C(CC)(=O)C1=CC=CC=C1 (propiophenone).